This data is from the Open Reaction Database (ORD), a public repository of structured organic reaction records. The task is: describe an organic reaction: reactants, conditions, products, and yield The reactants are SC1=NC2=C(N1)C=C1C(C(C(C1=C2)(C)C)=O)(C)C (5,7-dihydro-2-mercapto-5,5,7,7-tetramethylindeno[5,6-d]imidazol-6(1H)-one), Cl.ClCC1=NC=C(C(=C1)OCC)C (2-chloromethyl-4-ethoxy-5-methylpyridine hydrochloride), [OH-].[Na+] (sodium hydroxide). Run in alcohol, O (water). Product: C(C)OC1=CC(=NC=C1C)CSC1=NC2=C(N1)C=C1C(C(C(C1=C2)(C)C)=O)(C)C (2-[[(4-ethoxy-5-methyl-2pyridyl)methyl]thio]-5,7-dihydro-5,5,7,7-tetramethylindeno [5,6-d]imidazol-6(1H)- one). As a reaction SMILES: [SH:1][C:2]1[NH:6][C:5]2[CH:7]=[C:8]3[C:12](=[CH:13][C:4]=2[N:3]=1)[C:11]([CH3:15])([CH3:14])[C:10](=[O:16])[C:9]3([CH3:18])[CH3:17].Cl.Cl[CH2:21][C:22]1[CH:27]=[C:26]([O:28][CH2:29][CH3:30])[C:25]([CH3:31])=[CH:24][N:23]=1.[OH-].[Na+]>O>[CH2:29]([O:28][C:26]1[C:25]([CH3:31])=[CH:24][N:23]=[C:22]([CH2:21][S:1][C:2]2[NH:3][C:4]3[CH:13]=[C:12]4[C:8](=[CH:7][C:5]=3[N:6]=2)[C:9]([CH3:18])([CH3:17])[C:10](=[O:16])[C:11]4([CH3:14])[CH3:15])[CH:27]=1)[CH3:30] |f:1.2,3.4|. Reported procedure: 6.1 g of 5,7-dihydro-2-mercapto-5,5,7,7-tetramethylindeno[5,6-d]imidazol-6(1H)-one were suspended in 100 ml of alcohol and treated while cooling with ice with 5.2 g of 2-chloromethyl-4-ethoxy-5-methylpyridine hydrochloride. Thereafter, a solution of 1.9 g of sodium hydroxide in 50 ml of water was added dropwise thereto, the mixture was left to boil at reflux overnight and subsequently evaporated to dryness in vacuo. The residue was dissolved in 300 ml of methylene chloride. The solution was wash... Reactants: FC=1C=C(OC2=C3C(=NC=C2)C=C(S3)C(=O)NCCNC(OC(C)(C)C)=O)C=CC1NC(=O)NC1=C(C=CC(=C1)C)F (tert-butyl {2-[({7-[3-fluoro-4-({[(2-fluoro-5-methylphenyl)amino]carbonyl}amino)phenoxy]thieno[3,2-b]pyridin-2-yl}carbonyl)amino]ethyl}carbamate), FC(C(=O)O)(F)F (trifluoroacetic acid). The solvent is ClCCl (dichloromethane). Conditions: time 1 hour. Product: NCCNC(=O)C1=CC2=NC=CC(=C2S1)OC1=CC(=C(C=C1)NC(=O)NC1=C(C=CC(=C1)C)F)F (N-(2-aminoethyl)-7-[3-fluoro-4-({[(2-fluoro-5-methylphenyl)amino]carbonyl}amino)phenoxy]thieno[3,2-b]pyridine-2-carboxamide). RXN SMILES: [F:1][C:2]1[CH:3]=[C:4]([CH:28]=[CH:29][C:30]=1[NH:31][C:32]([NH:34][C:35]1[CH:40]=[C:39]([CH3:41])[CH:38]=[CH:37][C:36]=1[F:42])=[O:33])[O:5][C:6]1[CH:11]=[CH:10][N:9]=[C:8]2[CH:12]=[C:13]([C:15]([NH:17][CH2:18][CH2:19][NH:20]C(=O)OC(C)(C)C)=[O:16])[S:14][C:7]=12.FC(F)(F)C(O)=O>ClCCl>[NH2:20][CH2:19][CH2:18][NH:17][C:15]([C:13]1[S:14][C:7]2[C:8](=[N:9][CH:10]=[CH:11][C:6]=2[O:5][C:4]2[CH:28]=[CH:29][C:30]([NH:31][C:32]([NH:34][C:35]3[CH:40]=[C:39]([CH3:41])[CH:38]=[CH:37][C:36]=3[F:42])=[O:33])=[C:2]([F:1])[CH:3]=2)[CH:12]=1)=[O:16]. Procedure: To a stirred suspension of tert-butyl {2-[({7-[3-fluoro-4-({[(2-fluoro-5-methylphenyl)amino]carbonyl}amino)phenoxy]thieno[3,2-b]pyridin-2-yl}carbonyl)amino]ethyl}carbamate (488 mg, 0.82 mmol) in 10 ml of dichloromethane was added 5 ml of trifluoroacetic acid. The mixture was stirred at room temperature for one hour and evaporated to dryness under reduced pressure. The residue was re-dissolved in MeOH (5 ml) and poured into 100 ml of water with vigorous stirring. Saturated NaHCO3 solution was add... Reactants: COc1cc(-c2noc(C)n2)c(I)cc1OCc1ccccc1, CC(C)[Mg+], CC(C)C=O, [Cl-], Cl, C1CCOC1, O. Product: COc1cc(-c2noc(C)n2)c(C(O)C(C)C)cc1OCc1ccccc1. Reaction SMILES: [CH2:1]([c:2]1[cH:3][cH:4][cH:5][cH:6][cH:7]1)[O:8][c:9]1[cH:10][c:11]([I:23])[c:12](-[c:17]2[n:18][o:19][c:20]([CH3:22])[n:21]2)[cH:13][c:14]1[O:15][CH3:16].[CH:25]([Mg+:26])([CH3:27])[CH3:28].[CH:29]([CH:30]([CH3:31])[CH3:32])=[O:33].[Cl-:24].[ClH:34].[O:36]1[CH2:37][CH2:38][CH2:39][CH2:40]1.[OH2:35]>>[CH2:1]([c:2]1[cH:3][cH:4][cH:5][cH:6][cH:7]1)[O:8][c:9]1[cH:10][c:11]([CH:29]([CH:30]([CH3:31])[CH3:32])[OH:33])[c:12](-[c:17]2[n:18][o:19][c:20]([CH3:22])[n:21]2)[cH:13][c:14]1[O:15][CH3:16].